Task: describe an organic reaction: reactants, conditions, products, and yield. Dataset: the Open Reaction Database (ORD), a public repository of structured organic reaction records Starting materials: N(=NC(=O)OCC)C(=O)OCC (diethyl azodicarboxylate), FC1=CC2=C(C(=NO2)CCCN2CCC(CC2)O)C=C1 (1-[3-(6-fluoro-1,2-benzisoxazol-3-yl)propyl]-4-hydroxypiperidine), ClC=1C=C(C=CC1Cl)O (3,4-dichlorophenol), C1(=CC=CC=C1)P(C1=CC=CC=C1)C1=CC=CC=C1 (triphenylphosphine). The solvent is C1=CC=CC=C1 (benzene), C1=CC=CC=C1 (benzene). Yields the product Cl.FC1=CC2=C(C(=NO2)CCCN2CCC(CC2)OC2=CC(=C(C=C2)Cl)Cl)C=C1 (1-[3-(6-Fluoro-1,2-benzisoxazol-3-yl)propyl]-4-(3,4-dichlorophenoxy)piperidine hydrochloride). As a reaction SMILES: [F:1][C:2]1[CH:20]=[CH:19][C:5]2[C:6]([CH2:9][CH2:10][CH2:11][N:12]3[CH2:17][CH2:16][CH:15]([OH:18])[CH2:14][CH2:13]3)=[N:7][O:8][C:4]=2[CH:3]=1.[Cl:21][C:22]1[CH:23]=[C:24](O)[CH:25]=[CH:26][C:27]=1[Cl:28].C1(P(C2C=CC=CC=2)C2C=CC=CC=2)C=CC=CC=1.N(C(OCC)=O)=NC(OCC)=O>C1C=CC=CC=1>[ClH:21].[F:1][C:2]1[CH:20]=[CH:19][C:5]2[C:6]([CH2:9][CH2:10][CH2:11][N:12]3[CH2:13][CH2:14][CH:15]([O:18][C:25]4[CH:24]=[CH:23][C:22]([Cl:21])=[C:27]([Cl:28])[CH:26]=4)[CH2:16][CH2:17]3)=[N:7][O:8][C:4]=2[CH:3]=1 |f:5.6|. Reported procedure: To a solution of 6.4 g of 1-[3-(6-fluoro-1,2-benzisoxazol-3-yl)propyl]-4-hydroxypiperidine, 3.7 g of 3,4-dichlorophenol and 6.6 g of triphenylphosphine in 200 ml of benzene, cooled with an ice bath, was slowly added over one hr a solution of 4.4 g of diethyl azodicarboxylate in 50 ml of benzene. After stirring twenty hrs at ambient temperature, the reaction mixture was filtered and the filtrate was concentrated. The residue was treated with ethereal hydrogen chloride to yield a salt. The salt wa... Starting materials: CCOC(=O)c1c(-c2ccc(OC)cc2)csc1N1C(=O)c2ccccc2C1=O, CO, Cl, [Na+], [OH-], O. Yields the product COc1ccc(-c2csc(N3C(=O)c4ccccc4C3=O)c2C(=O)O)cc1. RXN SMILES: [CH2:5]([CH3:6])[O:7][C:8](=[O:9])[c:10]1[c:11]([N:23]2[C:24](=[O:33])[c:25]3[cH:26][cH:27][cH:28][cH:29][c:30]3[C:31]2=[O:32])[s:12][cH:13][c:14]1-[c:15]1[cH:16][cH:17][c:18]([O:21][CH3:22])[cH:19][cH:20]1.[CH3:3][OH:4].[ClH:34].[Na+:2].[OH-:1].[OH2:35]>>[O:7]=[C:8]([OH:9])[c:10]1[c:11]([N:23]2[C:24](=[O:33])[c:25]3[cH:26][cH:27][cH:28][cH:29][c:30]3[C:31]2=[O:32])[s:12][cH:13][c:14]1-[c:15]1[cH:16][cH:17][c:18]([O:21][CH3:22])[cH:19][cH:20]1. Reactants: CCCO, CCCc1cc(OC)c(OC)cc1OC, CO, CCO, ClC(Cl)Cl, N#CC1=C(C#N)C(=O)C(Cl)=C(Cl)C1=O, ClCCl, C1COCCO1, C1CCOC1. The product is CC=Cc1cc(OC)c(OC)cc1OC. RXN SMILES: [CH2:53]([OH:54])[CH2:55][CH3:56].[CH3:15][O:16][c:17]1[c:18]([CH2:27][CH2:28][CH3:29])[cH:19][c:20]([O:25][CH3:26])[c:21]([O:23][CH3:24])[cH:22]1.[CH3:30][OH:31].[CH3:32][CH2:33][OH:34].[CH:35]([Cl:36])([Cl:37])[Cl:38].[Cl:1][C:2]1=[C:13]([Cl:14])[C:11](=[O:12])[C:8]([C:9]#[N:10])=[C:5]([C:6]#[N:7])[C:3]1=[O:4].[Cl:39][CH2:40][Cl:41].[O:42]1[CH2:43][CH2:44][O:45][CH2:46][CH2:47]1.[O:48]1[CH2:49][CH2:50][CH2:51][CH2:52]1>>[CH3:15][O:16][c:17]1[c:18]([CH:27]=[CH:28][CH3:29])[cH:19][c:20]([O:25][CH3:26])[c:21]([O:23][CH3:24])[cH:22]1. The reactants are CC1CCC(CC1)N (4-methylcyclohexylamine), C1COS(=O)(=O)C1 (1,3-propane sultone). Solvent: O1CCCC1 (tetrahydrofuran), C1CCOC1 (THF). Product: CC1CCC(CC1)NCCCS(=O)(=O)O (3-(4-methylcyclohexyl)amino-1-propanesulfonic acid). RXN SMILES: [CH3:1][CH:2]1[CH2:7][CH2:6][CH:5]([NH2:8])[CH2:4][CH2:3]1.[CH2:9]1[CH2:15][S:12](=[O:14])(=[O:13])[O:11][CH2:10]1>O1CCCC1>[CH3:1][CH:2]1[CH2:7][CH2:6][CH:5]([NH:8][CH2:10][CH2:9][CH2:15][S:12]([OH:14])(=[O:13])=[O:11])[CH2:4][CH2:3]1. Reported procedure: To a solution of 4-methylcyclohexylamine (97% cis and trans isomers, 11.0 g, 97.4 mmol) in tetrahydrofuran (70 mL) was slowly added a solution of 1,3-propane sultone (11.5 g, 92.8 mmol) in THF (20 mL). The mixture was stirred at reflux for 2 hours. The reaction mixture was cooled to room temperature. The solid material was collected by filtration, washed with THF (50 mL) and acetone (50 mL). The solid was suspended EtOH. The suspension was stirred at room temperature for 5 minutes. The solid pro... Reactants: SC=1OC2=C(N1)C=C(C=C2)[N+](=O)[O-] (2-mercapto-5-nitrobenzoxazole), P(Cl)(Cl)(Cl)(Cl)Cl (Phosphorus pentachloride), CN1CCNCC1 (N-methylpiperazine). Solvent: C1(=CC=CC=C1)C (toluene). Reaction conditions: temperature 100 celsius. The product is CN1CCN(CC1)C=1OC2=C(N1)C=C(C=C2)[N+](=O)[O-] (2-(4-methyl-1-piperazinyl)-5-nitrobenzoxazole). As a reaction SMILES: P(Cl)(Cl)(Cl)(Cl)Cl.S[C:8]1[O:9][C:10]2[CH:16]=[CH:15][C:14]([N+:17]([O-:19])=[O:18])=[CH:13][C:11]=2[N:12]=1.[CH3:20][N:21]1[CH2:26][CH2:25][NH:24][CH2:23][CH2:22]1>C1(C)C=CC=CC=1>[CH3:20][N:21]1[CH2:26][CH2:25][N:24]([C:8]2[O:9][C:10]3[CH:16]=[CH:15][C:14]([N+:17]([O-:19])=[O:18])=[CH:13][C:11]=3[N:12]=2)[CH2:23][CH2:22]1. Procedure details: Phosphorus pentachloride (1.37 g) was dissolved in anhydrous toluene (18 ml), the resulting solution was mixed with 2-mercapto-5-nitrobenzoxazole (900 mg) which has been obtained in the same manner as described in Reference Example 1, and the mixture was then stirred with heating at 100° C. for 3 hours. With cooling in an ice bath, to this was added dropwise N-methylpiperazine (6.09 ml). After 20 minutes of stirring, the thus obtained mixture was extracted with ethyl acetate, and the organic lay... Starting materials: Cl.FC(C=1N=CC(=NC1)N[C@@H]1[C@H](CCC1)N)(F)F ((1S,2S)-1-N-[5-(trifluoromethyl)pyrazin-2-yl]cyclopentane-1,2-diamine hydrochloride), Cl.FC(C=1N=CC(=NC1)N[C@@H]1[C@H](CCC1)N)(F)F ((1S,2S)-1-N-[5-(trifluoromethyl)pyrazin-2-yl]cyclopentane-1,2-diamine hydrochloride), FC1=C(C(=O)O)C(=CC=C1)OC (2-fluoro-6-methoxybenzoic acid), [B-](F)(F)(F)F.CCOC(=O)C(=NOC(=[N+](C)C)N(C)C)C#N (TOTU), CN1CCOCC1 (4-methylmorpholine). Solvent: CN(C)C=O (DMF), CO (methanol). Product: FC1=C(C(=O)N[C@@H]2[C@H](CCC2)NC2=NC=C(N=C2)C(F)(F)F)C(=CC=C1)OC (2-Fluoro-6-methoxy-N-[(1S,2S)-2-{[5-(trifluoromethyl)pyrazin-2-yl]amino}cyclopentyl]benzamide). RXN SMILES: Cl.[F:2][C:3]([F:18])([F:17])[C:4]1[N:5]=[CH:6][C:7]([NH:10][C@H:11]2[CH2:15][CH2:14][CH2:13][C@@H:12]2[NH2:16])=[N:8][CH:9]=1.[F:19][C:20]1[CH:28]=[CH:27][CH:26]=[C:25]([O:29][CH3:30])[C:21]=1[C:22](O)=[O:23].[B-](F)(F)(F)F.CCOC(C(C#N)=NOC(N(C)C)=[N+](C)C)=O.CN1CCOCC1>CN(C=O)C.CO>[F:19][C:20]1[CH:28]=[CH:27][CH:26]=[C:25]([O:29][CH3:30])[C:21]=1[C:22]([NH:16][C@H:12]1[CH2:13][CH2:14][CH2:15][C@@H:11]1[NH:10][C:7]1[CH:6]=[N:5][C:4]([C:3]([F:2])([F:17])[F:18])=[CH:9][N:8]=1)=[O:23] |f:0.1,3.4|. Procedure: A solution of (1S,2S)-1-N-[5-(trifluoromethyl)pyrazin-2-yl]cyclopentane-1,2-diamine hydrochloride (Intermediate 14; 14 mg, 0.05 mmol), 2-fluoro-6-methoxybenzoic acid (CAS number 137654-21-8; 8.5 mg, 0.05 mmol), TOTU (20 mg, 0.06 mmol) and 4-methylmorpholine (0.008 ml, 0.075 mmol) in DMF (0.25 ml) was stirred at room temperature for 1 hour. The reaction was then diluted with methanol and concentrated in vacuo. The resulting residue was purified by reverse phase preparative HPLC (eluted with aceto... The reactants are FC(CN=C(NC=1SC=C(N1)CSCCNC(SC)=NS(=O)(=O)C)N)(F)F (2-[2-(2,2,2-Trifluoroethyl)guanidino]-4-[2-(3-methylsulphonyl-2-methylisothioureido)ethylthiomethyl]thiazole), CN (methylamine). Reaction conditions: time 64 hour. Product: FC(CN=C(NC=1SC=C(N1)CSCCNC(=NS(=O)(=O)C)NC)N)(F)F (2-[2-(2,2,2-trifluoroethyl)guanidino]-4-[2-(2-methylsulphonyl-3-methylguanidino)ethylthiomethyl]thiazole). Reaction SMILES: [F:1][C:2]([F:27])([F:26])[CH2:3][N:4]=[C:5]([NH2:25])[NH:6][C:7]1[S:8][CH:9]=[C:10]([CH2:12][S:13][CH2:14][CH2:15][NH:16][C:17](=[N:20][S:21]([CH3:24])(=[O:23])=[O:22])SC)[N:11]=1.[CH3:28][NH2:29]>>[F:27][C:2]([F:1])([F:26])[CH2:3][N:4]=[C:5]([NH2:25])[NH:6][C:7]1[S:8][CH:9]=[C:10]([CH2:12][S:13][CH2:14][CH2:15][NH:16][C:17]([NH:29][CH3:28])=[N:20][S:21]([CH3:24])(=[O:22])=[O:23])[N:11]=1. Procedure: 2-[2-(2,2,2-Trifluoroethyl)guanidino]-4-[2-(3-methylsulphonyl-2-methylisothioureido)ethylthiomethyl]thiazole (0.4 g.) was dissolved in ethanolic methylamine (33% w/v 15 ml.) and allowed to stand at room temperature for 64 hours. The solvent was evaporated and the residual gum was purified by preparative thin layer chromatography using chloroform/methanol/ammonia 8:2:0.2 v/v/v as developing solvent. The appropriate zone of the chromatogram was isolated and extracted with methanol/ammonia 10:1 v/v...